Dataset: the Open Reaction Database (ORD), a public repository of structured organic reaction records. Task: describe an organic reaction: reactants, conditions, products, and yield Starting materials: ClC=1N=C(C2=C(N1)N=C(S2)C=O)N2CCOCC2 (5-chloro-7-morpholinothiazolo[4,5-d]pyrimidine-2-carbaldehyde), CC1(OB(OC1(C)C)C1=C2C=NNC2=CC=C1)C (4-(4,4,5,5-Tetramethyl-[1,3,2]dioxaborolan-2-yl)-1H-indazole), C([O-])([O-])=O.[Na+].[Na+] (sodium carbonate), C(C)O (ethanol). The reagents and catalysts are Cl[Pd]([P](C1=CC=CC=C1)(C2=CC=CC=C2)C3=CC=CC=C3)([P](C4=CC=CC=C4)(C5=CC=CC=C5)C6=CC=CC=C6)Cl (bis(triphenylphosphine)palladium(II) chloride). The solvent is O (water), C1(=CC=CC=C1)C (toluene). Yields the product N1N=CC2=C(C=CC=C12)C=1N=C(C2=C(N1)N=C(S2)C=O)N2CCOCC2 (5-(1H-indazol-4-yl)-7-morpholinothiazolo[4,5-d]pyrimidine-2-carbaldehyde). As a reaction SMILES: Cl[C:2]1[N:3]=[C:4]([N:13]2[CH2:18][CH2:17][O:16][CH2:15][CH2:14]2)[C:5]2[S:10][C:9]([CH:11]=[O:12])=[N:8][C:6]=2[N:7]=1.CC1(C)C(C)(C)OB([C:27]2[CH:35]=[CH:34][CH:33]=[C:32]3[C:28]=2[CH:29]=[N:30][NH:31]3)O1.C(=O)([O-])[O-].[Na+].[Na+].C(O)C>C1(C)C=CC=CC=1.Cl[Pd](Cl)([P](C1C=CC=CC=1)(C1C=CC=CC=1)C1C=CC=CC=1)[P](C1C=CC=CC=1)(C1C=CC=CC=1)C1C=CC=CC=1.O>[NH:31]1[C:32]2[C:28](=[C:27]([C:2]3[N:3]=[C:4]([N:13]4[CH2:18][CH2:17][O:16][CH2:15][CH2:14]4)[C:5]4[S:10][C:9]([CH:11]=[O:12])=[N:8][C:6]=4[N:7]=3)[CH:35]=[CH:34][CH:33]=2)[CH:29]=[N:30]1 |f:2.3.4,^1:55,74|. Procedure details: A mixture of 5-chloro-7-morpholinothiazolo[4,5-d]pyrimidine-2-carbaldehyde 43, 4-(4,4,5,5-tetramethyl-[1,3,2]dioxaborolan-2-yl)-1H-indazole 1 and sodium carbonate were suspended in toluene, ethanol and water. To this was added bis(triphenylphosphine)palladium(II) chloride and the reaction vessel was flushed with argon. The reaction mixture was microwaved at 120° C. for 1 h and then partitioned between DCM and water. The organic layer was washed with brine, dried over magnesium sulfate, filtered ... The reactants are CS(=O)(=O)OC1CCC(C(c2ccccc2)c2ccccc2)OC1, [N-]=[N+]=[N-], [Na+], CN(C)C=O. Yields the product [N-]=[N+]=NC1CCC(C(c2ccccc2)c2ccccc2)OC1. RXN SMILES: [CH:1]([c:2]1[cH:3][cH:4][cH:5][cH:6][cH:7]1)([c:8]1[cH:9][cH:10][cH:11][cH:12][cH:13]1)[CH:14]1[CH2:15][CH2:16][CH:17]([O:20][S:21]([CH3:22])(=[O:23])=[O:24])[CH2:18][O:19]1.[N-:26]=[N+:27]=[N-:28].[Na+:25].[O:29]=[CH:30][N:31]([CH3:32])[CH3:33]>>[CH:1]([c:2]1[cH:3][cH:4][cH:5][cH:6][cH:7]1)([c:8]1[cH:9][cH:10][cH:11][cH:12][cH:13]1)[CH:14]1[CH2:15][CH2:16][CH:17]([N:26]=[N+:27]=[N-:28])[CH2:18][O:19]1. Run in O (water). Run at temperature 50 celsius, time 18 hour. Yields the product ClC1=CC=C(C=C1)CNC(=O)C=1C=NC2=C(C(=CC=C2C1O)F)F (N-[(4-Chlorophenyl)methyl]-7,8-difluoro-4-hydroxy-3-quinoline-carboxamide), white powder. Procedure details: To a mixture of 0.25 g of 7,8-difluoro-4-hydroxy-3-quinolinecarboxylic acid and 10 mL of dimethyformamide is added 0.20 g of carbonyldiimidazole. The mixture is stirred 18 h at 50° C. and then it is cooled to 25° C. The mixture is treated with 0.10 mL of distilled water and stirred for 5 min. To the resulting solution is added 0.15 mL of 4-chlorobenzylamine. After stirring for 18 hours the solvent is evaporated at reduced pressure and the residue is dissolved in 10 mL of refluxing glacial acetic... Starting materials: C(=O)(N1C=NC=C1)N1C=NC=C1 (carbonyldiimidazole), FC1=CC=C2C(=C(C=NC2=C1F)C(=O)O)O (7,8-difluoro-4-hydroxy-3-quinolinecarboxylic acid), CN(C=O)C (dimethyformamide), ClC1=CC=C(CN)C=C1 (4-chlorobenzylamine). RXN SMILES: [F:1][C:2]1[C:11]([F:12])=[C:10]2[C:5]([C:6]([OH:16])=[C:7]([C:13]([OH:15])=O)[CH:8]=[N:9]2)=[CH:4][CH:3]=1.CN(C)C=O.C(N1C=CN=C1)(N1C=CN=C1)=O.[Cl:34][C:35]1[CH:42]=[CH:41][C:38]([CH2:39][NH2:40])=[CH:37][CH:36]=1>O>[Cl:34][C:35]1[CH:42]=[CH:41][C:38]([CH2:39][NH:40][C:13]([C:7]2[CH:8]=[N:9][C:10]3[C:5]([C:6]=2[OH:16])=[CH:4][CH:3]=[C:2]([F:1])[C:11]=3[F:12])=[O:15])=[CH:37][CH:36]=1. The reactants are O=C(O)Cc1ccc(OCc2ccccc2)cc1OCc1ccccc1, C(=NC1CCCCC1)=NC1CCCCC1, O=[N+]([O-])c1ccc(O)cc1. Yields the product O=C(Cc1ccc(OCc2ccccc2)cc1OCc1ccccc1)Oc1ccc([N+](=O)[O-])cc1. As a reaction SMILES: [CH2:1]([c:2]1[cH:3][cH:4][cH:5][cH:6][cH:7]1)[O:8][c:9]1[c:10]([CH2:23][C:24](=[O:25])[OH:26])[cH:11][cH:12][c:13]([O:15][CH2:16][c:17]2[cH:18][cH:19][cH:20][cH:21][cH:22]2)[cH:14]1.[CH:37]1([N:38]=[C:39]=[N:40][CH:41]2[CH2:42][CH2:43][CH2:44][CH2:45][CH2:46]2)[CH2:47][CH2:48][CH2:49][CH2:50][CH2:51]1.[N+:27](=[O:28])([O-:29])[c:30]1[cH:31][cH:32][c:33]([OH:36])[cH:34][cH:35]1>>[CH2:1]([c:2]1[cH:3][cH:4][cH:5][cH:6][cH:7]1)[O:8][c:9]1[c:10]([CH2:23][C:24](=[O:25])[O:26][c:33]2[cH:32][cH:31][c:30]([N+:27](=[O:28])[O-:29])[cH:35][cH:34]2)[cH:11][cH:12][c:13]([O:15][CH2:16][c:17]2[cH:18][cH:19][cH:20][cH:21][cH:22]2)[cH:14]1. Reactants: C1(=CC=CC=C1)S(=O)(=O)Cl (Benzenesulfonyl chloride), NC1=C(C=CC(=C1)OCCC1=CC=C(C=C1)C#N)C (Amino-5-[2-(4-cyanophenyl)ethoxy]-2-methylbenzene), C(=O)(O)[O-].[Na+] (NaHCO3). Solvent: N1=CC=CC=C1 (pyridine). Conditions: time 8 hour. Product: C(#N)C1=CC=C(C=C1)CCOC=1C=CC(=C(C1)NS(=O)(=O)C1=CC=CC=C1)C (N-{5-[2-(4-Cyanophenyl)ethoxy]-2-methylphenyl}benzenesulfonamide). The yield is 98.7%. Reaction SMILES: [C:1]1([S:7](Cl)(=[O:9])=[O:8])[CH:6]=[CH:5][CH:4]=[CH:3][CH:2]=1.[NH2:11][C:12]1[CH:17]=[C:16]([O:18][CH2:19][CH2:20][C:21]2[CH:26]=[CH:25][C:24]([C:27]#[N:28])=[CH:23][CH:22]=2)[CH:15]=[CH:14][C:13]=1[CH3:29].C([O-])(O)=O.[Na+]>N1C=CC=CC=1>[C:27]([C:24]1[CH:25]=[CH:26][C:21]([CH2:20][CH2:19][O:18][C:16]2[CH:15]=[CH:14][C:13]([CH3:29])=[C:12]([NH:11][S:7]([C:1]3[CH:6]=[CH:5][CH:4]=[CH:3][CH:2]=3)(=[O:9])=[O:8])[CH:17]=2)=[CH:22][CH:23]=1)#[N:28] |f:2.3|. Procedure: Benzenesulfonyl chloride (22 μL; 0.17 mmol) was added to a cold solution (ice :water temperature) of amino-5-[2-(4-cyanophenyl)ethoxy]-2-methyl-benzene (0.041 g; 0.16 mmol; from step (ii) above) in pyridine (4 mL) The reaction flask was left overnight in a refrigerator. NaHCO3/aq (sat.) was added and the solution extracted twice with EtOAc. The combined organic phases were washed with water, HCl/aq (2M) and water. Drying (MgSO4) and evaporation of the solvent in vacuo afforded 0.062 g (100%) of ... The reactants are ClCCCCCO (5-Chloropentanol), N1C=NC=C1 (Imidazole), [Si](C)(C)(C(C)(C)C)Cl (tert-butyldimethylsilyl chloride), CN(C=O)C (dimethylformamide). The solvent is O (water). Reaction conditions: time 6 hour. The product is ClCCCCCO[Si](C)(C)C(C)(C)C.ClCCCCCO[Si](C)(C)CC(C)C ((5-Chloro-1-pentyloxy)(2,2-dimethylethyl)dimethylsilane {(5chloropentyl)oxy](1,1-dimethylethyl)dimethylsilane). Reaction SMILES: [Cl:1][CH2:2][CH2:3][CH2:4][CH2:5][CH2:6][OH:7].[Si:8](Cl)([C:11]([CH3:14])([CH3:13])[CH3:12])([CH3:10])[CH3:9].[CH3:16]N(C)C=O.N1[CH:25]=[CH:24]N=C1>O>[Cl:1][CH2:2][CH2:3][CH2:4][CH2:5][CH2:6][O:7][Si:8]([C:11]([CH3:14])([CH3:13])[CH3:12])([CH3:10])[CH3:9].[Cl:1][CH2:2][CH2:3][CH2:4][CH2:5][CH2:6][O:7][Si:8]([CH2:11][CH:24]([CH3:25])[CH3:16])([CH3:10])[CH3:9] |f:5.6|. Procedure details: 5-Chloropentanol (325 g, 2.65 moles) is added to a solution containing tert-butyldimethylsilyl chloride (439 g, 2.91 moles) and dimethylformamide (1.625 liters). Imidazole (199 g, 2.91 moles) is added in one portion and the solution is stirred at room temperature for 6 hours, after which time water (1 liter) is added and the reaction partitioned with hexanes. The organic phase is separated and the solvent volume reduced under vacuum. The residue is dried over anhydrous magnesium sulfate and the ... The reactants are solution, C(=O)O (formic acid), C1=CN(C=N1)C(=O)N2C=CN=C2 (carbodiimidazole), C(=O)N1C=NC=C1 (1-formylimidazole), 1g, ClC1=CNC=C1C1=C(C(=CC=C1)Cl)Cl (3-chloro-4-(2,3-dichlorophenyl) pyrrole), C(=O)N1C=NC=C1 (1-formylimidazole). The solvent is O1CCCC1 (tetrahydrofuran), O1CCCC1 (tetrahydrofuran), O1CCCC1 (tetrahydrofuran). Reaction conditions: time 8 hour. The product is ClC1=CN(C=C1C1=C(C(=CC=C1)Cl)Cl)C=O (3-chloro-4(2,3-dichlorophenyl)-1-formylpyrrole). Reaction SMILES: [CH:1]([OH:3])=O.C1N=CN(C(N2C=NC=C2)=O)C=1.C(N1C=CN=C1)=O.[Cl:23][C:24]1[C:28]([C:29]2[CH:34]=[CH:33][CH:32]=[C:31]([Cl:35])[C:30]=2[Cl:36])=[CH:27][NH:26][CH:25]=1>O1CCCC1>[Cl:23][C:24]1[C:28]([C:29]2[CH:34]=[CH:33][CH:32]=[C:31]([Cl:35])[C:30]=2[Cl:36])=[CH:27][N:26]([CH:1]=[O:3])[CH:25]=1. Procedure: 5 ml of a solution of 0.7 g of formic acid (99%) in tetrahydrofuran was added dropwise to a solution of 2.3 g of carbodiimidazole in 50 ml of tetrahydrofuran at room temperature with stirring to prepare the solution of 1-formylimidazole. A solution of 1g of 3-chloro-4-(2,3-dichlorophenyl) pyrrole in 10 ml of tetrahydrofuran was added dropwise to the solution of 1-formylimidazole. After refluxing the solution for two hours with stirring, the resulting reaction solution was left overnight and then...